From a dataset of the Open Reaction Database (ORD), a public repository of structured organic reaction records. describe an organic reaction: reactants, conditions, products, and yield Starting materials: CO, [H][H], O=C1NC(=O)C(c2cn3c4c(cccc24)CCC3)=C1c1c[nH]c2ccccc12. Yields the product O=C1NC(=O)C(c2cn3c4c(cccc24)CCC3)C1c1c[nH]c2ccccc12. As a reaction SMILES: [CH3:31][OH:32].[H:29][H:30].[c:1]1([C:13]2=[C:17]([c:18]3[cH:19][nH:20][c:21]4[cH:22][cH:23][cH:24][cH:25][c:26]34)[C:16](=[O:27])[NH:15][C:14]2=[O:28])[cH:2][n:3]2[c:12]3[c:7]([cH:8][cH:9][cH:10][c:11]13)[CH2:6][CH2:5][CH2:4]2>>[c:1]1([CH:13]2[C:14](=[O:28])[NH:15][C:16](=[O:27])[CH:17]2[c:18]2[cH:19][nH:20][c:21]3[cH:22][cH:23][cH:24][cH:25][c:26]23)[cH:2][n:3]2[c:12]3[c:7]([cH:8][cH:9][cH:10][c:11]13)[CH2:6][CH2:5][CH2:4]2. The reactants are BrCc1ccc(Br)cc1, CN(C)C=O, CC(C)O, [H-], [Na+]. The product is CC(C)OCc1ccc(Br)cc1. Reaction SMILES: [Br:7][c:8]1[cH:9][cH:10][c:11]([CH2:12][Br:13])[cH:14][cH:15]1.[CH3:16][N:17]([CH3:18])[CH:19]=[O:20].[CH:3]([CH3:4])([CH3:5])[OH:6].[H-:1].[Na+:2]>>[CH:3]([CH3:4])([CH3:5])[O:6][CH2:12][c:11]1[cH:10][cH:9][c:8]([Br:7])[cH:15][cH:14]1. Reactants: 76, C1(=CC=CC=C1)C(N1CCN(CC1)CCCN1C(N(C2=C1C=CC=C2)C(=C)C)=O)C2=CC=CC=C2 (1-{3-[4-(diphenylmethyl)-1-piperazinyl]propyl}-1,3-dihydro-3-(1-methylethenyl)-2H-benzimidazol-2-one), C(C)O (ethanol), Cl (hydrochloric acid). Solvent: O (water). Conditions: time 30 minute. Product: Cl.Cl.C1(=CC=CC=C1)C(N1CCN(CC1)CCCN1C(NC2=C1C=CC=C2)=O)C2=CC=CC=C2 (1-{3-[4-(diphenylmethyl)-1-piperazinyl]propyl}-1,3-dihydro-2H-benzimidazol-2-one dihydrochloride). As a reaction SMILES: [C:1]1([CH:7]([C:30]2[CH:35]=[CH:34][CH:33]=[CH:32][CH:31]=2)[N:8]2[CH2:13][CH2:12][N:11]([CH2:14][CH2:15][CH2:16][N:17]3[C:21]4[CH:22]=[CH:23][CH:24]=[CH:25][C:20]=4[N:19](C(C)=C)[C:18]3=[O:29])[CH2:10][CH2:9]2)[CH:6]=[CH:5][CH:4]=[CH:3][CH:2]=1.C(O)C.[ClH:39]>O>[ClH:39].[ClH:39].[C:30]1([CH:7]([C:1]2[CH:6]=[CH:5][CH:4]=[CH:3][CH:2]=2)[N:8]2[CH2:13][CH2:12][N:11]([CH2:14][CH2:15][CH2:16][N:17]3[C:21]4[CH:22]=[CH:23][CH:24]=[CH:25][C:20]=4[NH:19][C:18]3=[O:29])[CH2:10][CH2:9]2)[CH:31]=[CH:32][CH:33]=[CH:34][CH:35]=1 |f:4.5.6|. Reported procedure: To a stirred solution of 76 parts of 1-{3-[4-(diphenylmethyl)-1-piperazinyl]propyl}-1,3-dihydro-3-(1-methylethenyl)-2H-benzimidazol-2-one in 280 parts of ethanol are added 120 parts of a hydrochloric acid solution and 250 parts of water. The whole is stirred for 30 minutes at room temperature. Upon cooling in an ice-bath, the product is precipitated. It is filtered off, washed with 2-propanone and with 2,2'-oxybispropane, and dried, yielding 1-{3-[4-(diphenylmethyl)-1-piperazinyl]propyl}-1,3-dih...